This data is from the Open Reaction Database (ORD), a public repository of structured organic reaction records. The task is: describe an organic reaction: reactants, conditions, products, and yield Reactants: [BH4-], CCO, [Na+], O=C(CCc1nc(CCl)no1)c1ccc(-c2ccccc2)cc1. Product: OC(CCc1nc(CCl)no1)c1ccc(-c2ccccc2)cc1. Reaction SMILES: [BH4-:24].[CH3:26][CH2:27][OH:28].[Na+:25].[c:1]1(-[c:18]2[cH:19][cH:20][cH:21][cH:22][cH:23]2)[cH:2][cH:3][c:4]([C:7]([CH2:8][CH2:9][c:10]2[n:11][c:12]([CH2:15][Cl:16])[n:13][o:14]2)=[O:17])[cH:5][cH:6]1>>[c:1]1(-[c:18]2[cH:19][cH:20][cH:21][cH:22][cH:23]2)[cH:2][cH:3][c:4]([CH:7]([CH2:8][CH2:9][c:10]2[n:11][c:12]([CH2:15][Cl:16])[n:13][o:14]2)[OH:17])[cH:5][cH:6]1.